This data is from the Open Reaction Database (ORD), a public repository of structured organic reaction records. The task is: describe an organic reaction: reactants, conditions, products, and yield Starting materials: FC(OC1=CC=C(C(=O)Cl)C=C1)(F)F (4-trifluoromethoxybenzoylchloride), IC1=C(N)C=CC(=C1)Br (2-iodo-4-bromoaniline). Run in N1=CC=CC=C1 (pyridine). Reaction conditions: time 8 hour. The product is BrC1=CC(=C(C=C1)NC(C1=CC=C(C=C1)OC(F)(F)F)=O)I (N-(4-Bromo-2-iodo-phenyl)-4-trifluoromethoxy-benzamide). As a reaction SMILES: [F:1][C:2]([F:14])([F:13])[O:3][C:4]1[CH:12]=[CH:11][C:7]([C:8](Cl)=[O:9])=[CH:6][CH:5]=1.[I:15][C:16]1[CH:22]=[C:21]([Br:23])[CH:20]=[CH:19][C:17]=1[NH2:18]>N1C=CC=CC=1>[Br:23][C:21]1[CH:20]=[CH:19][C:17]([NH:18][C:8](=[O:9])[C:7]2[CH:11]=[CH:12][C:4]([O:3][C:2]([F:14])([F:13])[F:1])=[CH:5][CH:6]=2)=[C:16]([I:15])[CH:22]=1. Procedure details: To a cooled 30 mL vial containing a stirring bar and 4-trifluoromethoxybenzoylchloride (0.70 g, 3.12 mmol), 2-iodo-4-bromoaniline (0.837 g, 2.81 mmol) in 3 mL of anhydrous pyridine was added. The bath was then removed. The reaction solution was stirred at room temperature overnight and 50 mL of EtOAc was added. The resulting solution was poured into 100 mL of 10% aq. HCl. The layers were stirred and then the organic layer was separated and washed with water (2×50 mL), dried with Na2SO4 and conce... Starting materials: C1CCC(CC1)N=C=NC2CCCCC2 (DCC), N([C@@H](CCCNC(N[N+](=O)[O-])=N)C(=O)O)C(=O)OCC1=CC=CC=C1 (Z-Arg(NO2)-OH), ON1N=NC2=C1C=CC=C2 (N-hydroxy-benzotriazole), C(C)NC([C@H]1NCCC1)=O (proline ethylamide). Run in C1CCOC1 (THF), C1CCOC1 (THF). Product: N([C@@H](CCCNC(N[N+](=O)[O-])=N)C(=O)N1[C@H](C(=O)NCC)CCC1)C(=O)OCC1=CC=CC=C1 (Z-Arg(NO2)-Pro-NHEt). Isolated yield 89.0%. RXN SMILES: [NH:1]([C:16]([O:18][CH2:19][C:20]1[CH:25]=[CH:24][CH:23]=[CH:22][CH:21]=1)=[O:17])[C@H:2]([C:13]([OH:15])=O)[CH2:3][CH2:4][CH2:5][NH:6][C:7](=[NH:12])[NH:8][N+:9]([O-:11])=[O:10].ON1C2C=CC=CC=2N=N1.[CH2:36]([NH:38][C:39](=[O:45])[C@@H:40]1[CH2:44][CH2:43][CH2:42][NH:41]1)[CH3:37].C1CCC(N=C=NC2CCCCC2)CC1>C1COCC1>[NH:1]([C:16]([O:18][CH2:19][C:20]1[CH:25]=[CH:24][CH:23]=[CH:22][CH:21]=1)=[O:17])[C@H:2]([C:13]([N:41]1[CH2:42][CH2:43][CH2:44][C@H:40]1[C:39]([NH:38][CH2:36][CH3:37])=[O:45])=[O:15])[CH2:3][CH2:4][CH2:5][NH:6][C:7](=[NH:12])[NH:8][N+:9]([O-:11])=[O:10]. Reported procedure: 7.33 g (29.7 mmoles) of Z-Arg(NO2)-OH and 1.034 g of N-hydroxy-benzotriazole are added to a solution containing 3.24 g (22.8 mmoles) of proline ethylamide in 70 ml of THF. The reaction mixture is cooled in an iced water bath and 5.34 g (25.8 mmoles) of DCC dissolved in 50 ml of THF are portionwise added under stirring. The mixture is stirred under cooling with ice for 5 hours, at room temperature for additional 20 hours, then filtered and washed with THF. The filtrate is evaporated under reduced... The reactants are CC1=CC=[N+](C=2CCCCC12)[O-] (5,6,7,8-tetrahydro 4-methylquinoline-N-oxide), C(C)(=O)OC(C)=O (acetic anhydride). Yields the product OC1CCCC=2C(=CC=NC12)C (5,6,7,8-tetrahydro-8-hydroxy-4-methylquinoline). Reaction SMILES: [CH3:1][C:2]1[C:11]2[CH2:10][CH2:9][CH2:8][CH2:7][C:6]=2[N+:5]([O-])=[CH:4][CH:3]=1.C(OC(=O)C)(=[O:15])C>>[OH:15][CH:7]1[C:6]2[N:5]=[CH:4][CH:3]=[C:2]([CH3:1])[C:11]=2[CH2:10][CH2:9][CH2:8]1. Procedure: A solution of the crude product of Step 1 (19.2 g, 115 mmol) in acetic anhydride (100 ml) was heated at 110° for lh, cooled to room temperature, and evaporated in vacuo. The residue was dissolved in methanol (100 ml) and the solution treated with 4N-NaOH (100 ml). After 2h, the solution was concentrated in vacuo and the aqueous residue partitioned between dichloromethane (100 ml) and water (100 ml). The chlorinated phase was dried (Na2SO4), and evaporated in vacuo to give an oil which was purifi... The reactants are ClC1=NC2=CC=CC=C2C=C1C=1N(C2=CC=C(C=C2C1)O)C(=O)OC(C)(C)C (tert-butyl 2-(2-chloro-3-quinolinyl)-5-hydroxy-1H-indole-1-carboxylate), ClCCN(C)CCOC (2-chloro-N-(2-methoxyethyl)-N-methylethanamine), C([O-])([O-])=O.[Cs+].[Cs+] (cesium carbonate). Solvent: CN(C=O)C (N,N-dimethylformamide), O (water), C(C)(=O)O (acetic acid). Run at temperature 70 celsius. The product is COCCN(CCOC=1C=C2C=C(NC2=CC1)C=1C(NC2=CC=CC=C2C1)=O)C (3-(5-{2-[(2-methoxyethyl)(methyl)amino]ethoxy}-1H-indol-2-yl)quinolin-2(1H)-one). As a reaction SMILES: Cl[C:2]1[C:11]([C:12]2[N:13](C(OC(C)(C)C)=O)[C:14]3[C:19]([CH:20]=2)=[CH:18][C:17]([OH:21])=[CH:16][CH:15]=3)=[CH:10][C:9]2[C:4](=[CH:5][CH:6]=[CH:7][CH:8]=2)[N:3]=1.Cl[CH2:30][CH2:31][N:32]([CH2:34][CH2:35][O:36][CH3:37])[CH3:33].C(=O)([O-])[O-:39].[Cs+].[Cs+]>CN(C)C=O.O.C(O)(=O)C>[CH3:37][O:36][CH2:35][CH2:34][N:32]([CH3:33])[CH2:31][CH2:30][O:21][C:17]1[CH:18]=[C:19]2[C:14](=[CH:15][CH:16]=1)[NH:13][C:12]([C:11]1[C:2](=[O:39])[NH:3][C:4]3[C:9]([CH:10]=1)=[CH:8][CH:7]=[CH:6][CH:5]=3)=[CH:20]2 |f:2.3.4|. Procedure details: A mixture of tert-butyl 2-(2-chloro-3-quinolinyl)-5-hydroxy-1H-indole-1-carboxylate (1-8, 1.50 g, 3.80 mmol, 1 equiv), 2-chloro-N-(2-methoxyethyl)-N-methylethanamine (720 mg, 4.75 mmol, 1.25 equiv), and cesium carbonate (3.09 g, 9.50 mmol, 2.50 equiv) in N,N-dimethylformamide (20 mL) was heated at 70° C. for 5 hours. The reaction mixture was concentrated, and the residue was partitioned between water and ethyl acetate. The organic layer was washed with water then brine, dried over magnesium sulf...